From a dataset of the Open Reaction Database (ORD), a public repository of structured organic reaction records. describe an organic reaction: reactants, conditions, products, and yield Reactants: [Si](C)(C)(C(C)(C)C)O[C@@H]([C@H](C=1SC(=NN1)C1=CC=CC=C1)NC1=C(C(=C(C#N)C=C1)Cl)C)C (4-((1R,2R)-2-(tert-butyldimethylsilyloxy)-1-(5-phenyl-1,3,4-thiadiazol-2-yl)propyl amino)-2-chloro-3-methylbenzonitrile), [F-].C(CCC)[N+](CCCC)(CCCC)CCCC (tetrabutylammonium fluoride). Isolated yield 97.0%. As a reaction SMILES: [Si]([O:8][C@H:9]([CH3:33])[C@@H:10]([NH:22][C:23]1[CH:30]=[CH:29][C:26]([C:27]#[N:28])=[C:25]([Cl:31])[C:24]=1[CH3:32])[C:11]1[S:12][C:13]([C:16]2[CH:21]=[CH:20][CH:19]=[CH:18][CH:17]=2)=[N:14][N:15]=1)(C(C)(C)C)(C)C.[F-].C([N+](CCCC)(CCCC)CCCC)CCC>>[Cl:31][C:25]1[C:24]([CH3:32])=[C:23]([NH:22][C@@H:10]([C:11]2[S:12][C:13]([C:16]3[CH:21]=[CH:20][CH:19]=[CH:18][CH:17]=3)=[N:14][N:15]=2)[C@H:9]([OH:8])[CH3:33])[CH:30]=[CH:29][C:26]=1[C:27]#[N:28] |f:1.2|. The product is ClC1=C(C#N)C=CC(=C1C)N[C@H]([C@@H](C)O)C=1SC(=NN1)C1=CC=CC=C1 (2-Chloro-4-((1R,2R)-2-hydroxy-1-(5-phenyl-1,3,4-thiadiazol-2-yl)propylamino)-3-methylbenzonitrile), solid. Procedure details: 4-((1R,2R)-2-(tert-butyldimethylsilyloxy)-1-(5-phenyl-1,3,4-thiadiazol-2-yl)propyl amino)-2-chloro-3-methylbenzonitrile (242 mg, 0.49 mmol) was deprotected using tetrabutylammonium fluoride (1.0 M solution in THF, 0.97 mL, 0.97 mmol) in a procedure analogous to that used for the preparation of example 7. After column chromatography (50% EtOAc/hexanes) the title compound was isolated as a white solid (182 mg, 97%). 1H NMR (400 MHz, acetone-d6, δ in ppm) 7.96 (m, 2H), 7.51 (m, 4H), 6.85 (d, J=8.8 ...